This data is from the Open Reaction Database (ORD), a public repository of structured organic reaction records. The task is: describe an organic reaction: reactants, conditions, products, and yield The reactants are C[Mg+], O=C1CC2CCC1C2, [I-]. Yields the product CC1(O)CC2CCC1C2. RXN SMILES: [CH3:10][Mg+:11].[CH:1]12[C:2](=[O:8])[CH2:3][CH:4]([CH2:5][CH2:6]1)[CH2:7]2.[I-:9]>>[CH:1]12[C:2]([OH:8])([CH3:10])[CH2:3][CH:4]([CH2:5][CH2:6]1)[CH2:7]2. Reactants: NC1=CC(=NC=C1)Cl (4-amino-2-chloropyridine), BrNC(CCC(=O)N)=O (N-bromosuccinamide). Run in C(C)(=O)O (acetic acid). Run at time 1 hour. The product is NC1=C(C(=NC=C1)Cl)Br (4-amino-3-bromo-2-chloropyridine). Reaction SMILES: [NH2:1][C:2]1[CH:7]=[CH:6][N:5]=[C:4]([Cl:8])[CH:3]=1.[Br:9]NC(=O)CCC(N)=O>C(O)(=O)C>[NH2:1][C:2]1[CH:7]=[CH:6][N:5]=[C:4]([Cl:8])[C:3]=1[Br:9]. Procedure: 4-amino-2-chloropyridine (50 g, 388 mmol) was dissolved in glacial acetic acid (500 mL). To this solution was added N-bromosuccinamide (75 g, 426 mmol,) portionwise at room temperature (water bath cooling was provided to control the exothermicity). The reaction mixture was stirred at RT for 1 h at which point the reaction was found complete (as monitored by TLC). Solvent was removed under reduced pressure followed by azeotropic distillation with ethanol. The crude product was purified by column ... Reactants: C(C1=CC=CC=C1)C1=C(C(=NC=C1)OC)N (4-benzyl-2-methoxypyridin-3-amine), N(=O)[O-].[Na+] (sodium nitrite). Run in C(C)(=O)O (acetic acid), O (water). Conditions: temperature 0 celsius, time 10 minute. The product is COC=1N=CC=C2C1NN=C2C2=CC=CC=C2 (7-methoxy-3-phenyl-1H-pyrazolo[3,4-c]pyridine). Isolated yield 56.3%. Reaction SMILES: [CH2:1]([C:8]1[CH:13]=[CH:12][N:11]=[C:10]([O:14][CH3:15])[C:9]=1[NH2:16])[C:2]1[CH:7]=[CH:6][CH:5]=[CH:4][CH:3]=1.[N:17]([O-])=O.[Na+]>C(O)(=O)C.O>[CH3:15][O:14][C:10]1[N:11]=[CH:12][CH:13]=[C:8]2[C:1]([C:2]3[CH:3]=[CH:4][CH:5]=[CH:6][CH:7]=3)=[N:17][NH:16][C:9]=12 |f:1.2|. Procedure details: To a solution of 4-benzyl-2-methoxypyridin-3-amine (8.8 g) in acetic acid (310 mL) was added an aqueous solution prepared by dissolving sodium nitrite (2.83 g) in water (15.5 mL) at 0° C., and the mixture was stirred at 0° C. for 10 min, and then overnight at room temperature. The reaction mixture was concentrated under reduced pressure, to the residue was added saturated aqueous sodium hydrogencarbonate solution, and the mixture was extracted with ethyl acetate. The organic layer was washed wit... Reactants: C(O)(O)=O.NNC(=N)N (aminoguanidine bicarbonate), [OH-].[K+] (potassium hydroxide), Cl (hydrochloric acid), C(C1=CC=CC=C1)=O (benzaldehyde). Run in O (water). Reaction conditions: temperature 5 celsius. The product is C(C1=CC=CC=C1)=NNC(=N)N (Benzalaminoguanidine). Reaction SMILES: C(=O)(O)O.[NH2:5][NH:6][C:7]([NH2:9])=[NH:8].Cl.[CH:11](=O)[C:12]1[CH:17]=[CH:16][CH:15]=[CH:14][CH:13]=1.[OH-].[K+]>O>[CH:11](=[N:5][NH:6][C:7]([NH2:9])=[NH:8])[C:12]1[CH:17]=[CH:16][CH:15]=[CH:14][CH:13]=1 |f:0.1,4.5|. Reported procedure: 160 g aminoguanidine bicarbonate are suspended in 1.1 1 water and brought into solution by means of 93-100 ml concentrated hydrochloric acid. 124.5 g benzaldehyde added at room temperature and 340 g of 50% strength potassium hydroxide solution are then allowed to run in. In the course thereof, the temperature rises to about 35°. Stirring is continued for a further hour, the mixture is cooled to 5° C. and the precipitate is filtered off and rinsed with 0.5 l water. The reactants are OC1=CC=C(C=C1)/C=C/C=1C=C2C=NNC(C2=CC1)=O (trans-6-[2-(4-hydroxyphenyl)ethenyl]-1-(2H)-phthalazinone), [OH-].[Na+] (sodium hydroxide), C(C)(=O)OCC (ethyl acetate), C(CCC)I (n-butyl iodide). The solvent is CS(=O)C (DMSO). Conditions: time 2 hour. Product: C(CCC)N1C(C2=CC=C(C=C2C=N1)\C=C\C1=CC=C(C=C1)O)=O (Trans-2-Butyl-6-[2-(4-hydroxyphenyl)ethenyl]-1(2H)-phthalazinone). RXN SMILES: [OH:1][C:2]1[CH:7]=[CH:6][C:5](/[CH:8]=[CH:9]/[C:10]2[CH:11]=[C:12]3[C:17](=[CH:18][CH:19]=2)[C:16](=[O:20])[NH:15][N:14]=[CH:13]3)=[CH:4][CH:3]=1.[OH-].[Na+].[CH2:23](I)[CH2:24][CH2:25][CH3:26].C(OCC)(=O)C>CS(C)=O>[CH2:23]([N:15]1[N:14]=[CH:13][C:12]2[C:17](=[CH:18][CH:19]=[C:10](/[CH:9]=[CH:8]/[C:5]3[CH:4]=[CH:3][C:2]([OH:1])=[CH:7][CH:6]=3)[CH:11]=2)[C:16]1=[O:20])[CH2:24][CH2:25][CH3:26] |f:1.2|. Reported procedure: A solution of 27.5 gm of trans-6-[2-(4-hydroxyphenyl)ethenyl]-1-(2H)-phthalazinone (as prepared in Example 2) in 1300 ml DMSO was treated with 135 ml 2.5N sodium hydroxide solution, followed by 12.5 ml n-butyl iodide. The reaction mixture was stirred for 21/2 hours, then added to 8000 ml ethyl acetate. After stirring for a few minutes the insoluble material was filtered off and washed with a little ethyl acetate. The ethyl acetate was removed on a rotary evaporator and the residue added to 8000 ...